Task: describe an organic reaction: reactants, conditions, products, and yield. Dataset: the Open Reaction Database (ORD), a public repository of structured organic reaction records Starting materials: BrCCC(C(=O)O)(C1=CC=CC=C1)C1=CC=CC=C1 (4-bromo-2,2-diphenylbutyric acid), O=S(Cl)Cl (SOCl2), CNC (dimethylamine), C(=O)([O-])[O-].[Na+].[Na+] (Na2CO3), BrCCC(C(=O)Cl)(C1=CC=CC=C1)C1=CC=CC=C1 (4-bromo-2,2-diphenylbutyroyl chloride). Procedure details: To a suspension of 4-bromo-2,2-diphenylbutyric acid from Step A (227 g, 0.70 mol) in CHCl3 (1500 ml) was added dropwise SOCl2 (160 ml). This mixture was refluxed for 4 hrs and allowed to cool, and the solvent was removed in vacuo. The crude 4-bromo-2,2-diphenylbutyroyl chloride (227 g, 93%) was used without further purification. To a solution of dimethylamine (54 g, 0.12 mol) and Na2CO3 (25.4 g, 0.24 mol) in H2O (100 ml) was added dropwise a solution of 4-bromo-2,2-diphenylbutyroyl chloride (33.... Reaction SMILES: [Br:1][CH2:2][CH2:3][C:4]([C:14]1[CH:19]=[CH:18][CH:17]=[CH:16][CH:15]=1)([C:8]1[CH:13]=[CH:12][CH:11]=[CH:10][CH:9]=1)[C:5](O)=[O:6].O=S(Cl)Cl.[CH3:24][NH:25][CH3:26].C([O-])([O-])=O.[Na+].[Na+].BrCCC(C1C=CC=CC=1)(C1C=CC=CC=1)C(Cl)=O>C(Cl)(Cl)Cl.O.C1(C)C=CC=CC=1>[Br-:1].[CH3:24][N+:25]([CH3:26])=[C:5]1[C:4]([C:14]2[CH:19]=[CH:18][CH:17]=[CH:16][CH:15]=2)([C:8]2[CH:13]=[CH:12][CH:11]=[CH:10][CH:9]=2)[CH2:3][CH2:2][O:6]1 |f:3.4.5,10.11|. Product: [Br-].C[N+](=C1OCCC1(C1=CC=CC=C1)C1=CC=CC=C1)C (dimethyl-(tetrahydro-3,3-diphenyl-2-furylidene)ammonium bromide). Solvent: C(Cl)(Cl)Cl (CHCl3), O (H2O), C1(=CC=CC=C1)C (toluene). Run at time 2 hour. Reactants: CC1=CC=2C(=NCCC2S1)C (2,4-Dimethyl-6,7-dihydro-thieno[3,2-c]pyridine), C(C)(=O)O[BH-](OC(C)=O)OC(C)=O.[Na+] (sodium triacetoxyborohydride). The product is CC1=CC=2C(NCCC2S1)C (2,4-Dimethyl-4,5,6,7-tetrahydro-thieno[3,2-c]pyridine). Yield: 14.0%. As a reaction SMILES: [CH3:1][C:2]1[S:10][C:9]2[CH2:8][CH2:7][N:6]=[C:5]([CH3:11])[C:4]=2[CH:3]=1.C(O[BH-](OC(=O)C)OC(=O)C)(=O)C.[Na+]>>[CH3:1][C:2]1[S:10][C:9]2[CH2:8][CH2:7][NH:6][CH:5]([CH3:11])[C:4]=2[CH:3]=1 |f:1.2|. Procedure details: In close analogy to the procedure described above, 2,4-Dimethyl-6,7-dihydro-thieno[3,2-c]pyridine is reacted with sodium triacetoxyborohydride to provide the title compound. Starting materials: [H-].[Al+3].[Li+].[H-].[H-].[H-] (lithium aluminum hydride), ClCCCSC1=CC=C(C(=O)OC)C=C1 (methyl 4-(3-chloropropylthio)benzoate), O (Water). Run in O1CCCC1 (tetrahydrofuran), O1CCCC1 (tetrahydrofuran). Conditions: time 45 minute. Yields the product ClCCCSC1=CC=C(CO)C=C1 (4-(3-chloropropylthio)benzylalcohol). Isolated yield 85.3%. As a reaction SMILES: [H-].[Al+3].[Li+].[H-].[H-].[H-].[Cl:7][CH2:8][CH2:9][CH2:10][S:11][C:12]1[CH:21]=[CH:20][C:15]([C:16](OC)=[O:17])=[CH:14][CH:13]=1.O>O1CCCC1>[Cl:7][CH2:8][CH2:9][CH2:10][S:11][C:12]1[CH:13]=[CH:14][C:15]([CH2:16][OH:17])=[CH:20][CH:21]=1 |f:0.1.2.3.4.5|. Procedure: 5 g of lithium aluminum hydride are suspended in 200 ml of tetrahydrofuran, and a solution of 31.9 g of methyl 4-(3-chloropropylthio)benzoate in 200 ml of tetrahydrofuran is added thereto at 5° to 15° C. The mixture is stirred at the same temperature for 45 minutes. Water is added to the mixture at a temperature of below 20° C., and insoluble materials are filtered off. The filtrate is concentrated under reduced pressure to remove solvent, and the residue is distilled under reduced pressure. 24.... Starting materials: C=CCOc1nsnc1-c1cccnc1, CC(C)=O, CI. The product is C=CCOc1nsnc1-c1ccc[n+](C)c1, [I-]. As a reaction SMILES: [CH2:3]([CH:4]=[CH2:5])[O:6][c:7]1[n:8][s:9][n:10][c:11]1-[c:12]1[cH:13][n:14][cH:15][cH:16][cH:17]1.[CH3:18][C:19](=[O:20])[CH3:21].[CH3:1][I:2]>>[CH3:1][n+:14]1[cH:13][c:12](-[c:11]2[c:7]([O:6][CH2:3][CH:4]=[CH2:5])[n:8][s:9][n:10]2)[cH:17][cH:16][cH:15]1.[I-:2]. Starting materials: FC=1C=C(C=CC1)C1OC2=CC=C(C=C2CC1)O (2-(3-fluorophenyl)chroman-6-ol), COC=1C=C(C=CC1)C1OC2=CC=C(C=C2C(C1)O)O (2-(3-methoxyphenyl)chroman-4,6-diol). Yields the product COC=1C=C(C=CC1)C1OC2=CC=C(C=C2CC1)O (2-(3-Methoxyphenyl)chroman-6-ol). Reaction SMILES: FC1C=C(C2CCC3C(=CC=C(O)C=3)O2)C=CC=1.[CH3:19][O:20][C:21]1[CH:22]=[C:23]([CH:27]2[CH2:36][CH:35](O)[C:34]3[C:29](=[CH:30][CH:31]=[C:32]([OH:38])[CH:33]=3)[O:28]2)[CH:24]=[CH:25][CH:26]=1>>[CH3:19][O:20][C:21]1[CH:22]=[C:23]([CH:27]2[CH2:36][CH2:35][C:34]3[C:29](=[CH:30][CH:31]=[C:32]([OH:38])[CH:33]=3)[O:28]2)[CH:24]=[CH:25][CH:26]=1. Procedure: 2-(3-Methoxyphenyl)chroman-6-ol was prepared as described for 2-(3-fluorophenyl)chroman-6-ol in Example 9(c) starting from 2-(3-methoxyphenyl)chroman-4,6-diol. 1H NMR (300 MHz, d6-DMSO) δ: 8.75 (s, 1H), 7.28 (t, 1H, J 15.7, 7.9 Hz), 6.96-6.99 (m, 2H), 6.87 (dd, 1H, J 7.9, 2.5 Hz), 6.63 (d, 1H, J 8.3 Hz), 6.52 (d, 1H, J 2.9 Hz), 6.48 (s, 1H), 4.95 (dd, 1H, J 9.8, 2.2 Hz), 3.75 (s, 3H), 2.82-2.89 (m, 1H), 2.57-2.66 (m, 1H), 2.06-2.13 (m, 1H), 1.89-1.97 (m, 1H). The reactants are ClC=1C=C(C(=CC1C1=C(C=C(C=C1)Cl)C(F)(F)F)N)N (4-chloro-5-[4-chloro-2-(trifluoromethyl)phenyl]benzene-1,2-diamine). Solvent: FC(C(=O)O)(F)F (trifluoroacetic acid), Cl (hydrogen chloride). Product: ClC1=CC2=C(NC(=N2)C(F)(F)F)C=C1C1=C(C=C(C=C1)Cl)C(F)(F)F (5-chloro-6-[4-chloro-2-(trifluoromethyl)phenyl]-2-(trifluoro methyl)-1H-1,3-benzodiazole). Yield: 164.4%. RXN SMILES: [Cl:1][C:2]1[CH:3]=[C:4]([NH2:20])[C:5]([NH2:19])=[CH:6][C:7]=1[C:8]1[CH:13]=[CH:12][C:11]([Cl:14])=[CH:10][C:9]=1[C:15]([F:18])([F:17])[F:16]>FC(F)(F)C(O)=O.Cl>[Cl:1][C:2]1[C:7]([C:8]2[CH:13]=[CH:12][C:11]([Cl:14])=[CH:10][C:9]=2[C:15]([F:17])([F:18])[F:16])=[CH:6][C:5]2[NH:19][C:9]([C:15]([F:18])([F:17])[F:16])=[N:20][C:4]=2[CH:3]=1. Procedure details: To a solution of 5-chloro-4-iodo-2-nitroaniline (2 g, 6.70 mmol) in dioxane (100 ml) and water (10 ml) which maintained with an inert atmosphere of nitrogen was added [4-chloro-2-(trifluoromethyl)phenyl]boronic acid (1.8 g, 8.02 mmol), K3PO4 (2.6 g, 12.24 mmol), Pd(PPH3)4 (0.78 g, 335.77 mmol) with stirring overnight at 95° C. in an oil bath. The resulting mixture was concentrated under vacuum to give a residue which was purified by a silica gel column, eluting with 2% to 3% acetate in petroleum... Starting materials: C(C)C1=C(C=CC=C1B1OC(C(O1)(C)C)(C)C)C1CCN(CC1)C(=O)OC(C)(C)C (1,1-dimethylethyl 4-[2-ethyl-3-(4,4,5,5-tetramethyl-1,3,2-dioxaborolan-2-yl)phenyl]-1-piperidinecarboxylate), BrC1=NSC(=N1)C=1C=CC(=C(C#N)C1)CC(C)C (5-(3-bromo-1,2,4-thiadiazol-5-yl)-2-(2-methylpropyl)benzonitrile), P(=O)([O-])([O-])[O-].[K+].[K+].[K+] (tripotassium phosphate). The reagents and catalysts are C=1C=CC(=CC1)[P](C=2C=CC=CC2)(C=3C=CC=CC3)[Pd]([P](C=4C=CC=CC4)(C=5C=CC=CC5)C=6C=CC=CC6)([P](C=7C=CC=CC7)(C=8C=CC=CC8)C=9C=CC=CC9)[P](C=1C=CC=CC1)(C=1C=CC=CC1)C=1C=CC=CC1 (Pd(Ph3P)4). The solvent is CN(C=O)C (N,N-Dimethylformamide), O (Water). Run at temperature 120 celsius. Product: C(#N)C=1C=C(C=CC1CC(C)C)C1=NC(=NS1)C=1C(=C(C=CC1)C1CCN(CC1)C(=O)OC(C)(C)C)CC (1,1-dimethylethyl 4-(3-{5-[3-cyano-4-(2-methylpropyl)phenyl]-1,2,4-thiadiazol-3-yl}-2-ethylphenyl)-1-piperidinecarboxylate). Isolated yield 99.2%. RXN SMILES: [CH2:1]([C:3]1[C:8](B2OC(C)(C)C(C)(C)O2)=[CH:7][CH:6]=[CH:5][C:4]=1[CH:18]1[CH2:23][CH2:22][N:21]([C:24]([O:26][C:27]([CH3:30])([CH3:29])[CH3:28])=[O:25])[CH2:20][CH2:19]1)[CH3:2].Br[C:32]1[N:36]=[C:35]([C:37]2[CH:38]=[CH:39][C:40]([CH2:45][CH:46]([CH3:48])[CH3:47])=[C:41]([CH:44]=2)[C:42]#[N:43])[S:34][N:33]=1.P([O-])([O-])([O-])=O.[K+].[K+].[K+]>CN(C)C=O.O.C1C=CC([P]([Pd]([P](C2C=CC=CC=2)(C2C=CC=CC=2)C2C=CC=CC=2)([P](C2C=CC=CC=2)(C2C=CC=CC=2)C2C=CC=CC=2)[P](C2C=CC=CC=2)(C2C=CC=CC=2)C2C=CC=CC=2)(C2C=CC=CC=2)C2C=CC=CC=2)=CC=1>[C:42]([C:41]1[CH:44]=[C:37]([C:35]2[S:34][N:33]=[C:32]([C:8]3[C:3]([CH2:1][CH3:2])=[C:4]([CH:18]4[CH2:19][CH2:20][N:21]([C:24]([O:26][C:27]([CH3:29])([CH3:30])[CH3:28])=[O:25])[CH2:22][CH2:23]4)[CH:5]=[CH:6][CH:7]=3)[N:36]=2)[CH:38]=[CH:39][C:40]=1[CH2:45][CH:46]([CH3:48])[CH3:47])#[N:43] |f:2.3.4.5,^1:66,68,87,106|. Reported procedure: To a solution of 1,1-dimethylethyl 4-[2-ethyl-3-(4,4,5,5-tetramethyl-1,3,2-dioxaborolan-2-yl)phenyl]-1-piperidinecarboxylate (70 mg, 0.169 mmol), 5-(3-bromo-1,2,4-thiadiazol-5-yl)-2-(2-methylpropyl)benzonitrile (D60) (81 mg, 0.253 mmol) and Pd(Ph3P)4 (19.47 mg, 0.017 mmol) in N,N-Dimethylformamide (DMF) (5 mL) and Water (1 mL) was added tripotassium phosphate (107 mg, 0.506 mmol). This solution was stirred in MW irradiation at 120° C. for 20 Min. The solution was dried directly with silica gel a... The reactants are [NH4+].[Cl-] (NH4Cl), BrCCBr (1,2-Dibromoethane), C(C)(=O)OCBr (bromomethyl acetate), [Br-].C(C)(=O)OC[Zn+] (acetoxymethylzinc bromide), ClC1=NC=CC(=N1)OC=1C(=C2C=C(NC2=CC1)C)F (5-(2-chloropyrimidin-4-yloxy)-4-fluoro-2-methyl-1H-indole), COC=1C=CC=C(C1C=2C=CC=CC2P(C3CCCCC3)C4CCCCC4)OC (S-phos). The reagents and catalysts are [Zn] (Zinc), [Zn] (Zinc), [Zn] (zinc), C(C)(=O)[O-].[Pd+2].C(C)(=O)[O-] (palladium acetate). The solvent is CN(C)C=O (DMF), CN(C)C=O (DMF). Run at temperature 60 celsius, time 2.5 hour. Yields the product C(C)(=O)OCC1=NC=CC(=N1)OC=1C(=C2C=C(NC2=CC1)C)F ((4-(4-fluoro-2-methyl-1H-indol-5-yloxy)pyrimidin-2-yl)methyl acetate). Reaction SMILES: BrCCBr.[C:5]([O:8][CH2:9]Br)(=[O:7])[CH3:6].[Br-].C(OC[Zn+])(=O)C.Cl[C:19]1[N:24]=[C:23]([O:25][C:26]2[C:27]([F:36])=[C:28]3[C:32](=[CH:33][CH:34]=2)[NH:31][C:30]([CH3:35])=[CH:29]3)[CH:22]=[CH:21][N:20]=1.COC1C=CC=C(OC)C=1C1C=CC=CC=1P(C1CCCCC1)C1CCCCC1.[NH4+].[Cl-]>CN(C=O)C.[Zn].C([O-])(=O)C.[Pd+2].C([O-])(=O)C>[C:5]([O:8][CH2:9][C:19]1[N:24]=[C:23]([O:25][C:26]2[C:27]([F:36])=[C:28]3[C:32](=[CH:33][CH:34]=2)[NH:31][C:30]([CH3:35])=[CH:29]3)[CH:22]=[CH:21][N:20]=1)(=[O:7])[CH3:6] |f:2.3,6.7,10.11.12|. Procedure: 1,2-Dibromoethane (425 μl, 5.0 mmol) is added to a suspension of zinc powder (2.83 g, 43.2 mmol) in dry DMF (8 mL). The reaction mixture is heated at 60° C. for 10 min, then cooled to room temperature. TMSCI (500 μl, 4.0 mmol) is added (caution: exothermic!) and the resulting mixture is sonicated for 30 min. Zinc powder is allowed to settle and the supernatant is removed by syringe. DMF (8 mL) is added, followed by bromomethyl acetate (2.12 mL, 21. 61 mmol). The mixture is stirred at 23° C. for ...